From a dataset of the Open Reaction Database (ORD), a public repository of structured organic reaction records. describe an organic reaction: reactants, conditions, products, and yield Reactants: CC#N, COC(CNC(=O)C(CS)CC(C)C)OC, Cl, O. The product is CC(C)CC(CS)C(=O)NCC=O. RXN SMILES: [CH3:18][C:19]#[N:20].[CH3:1][O:2][CH:3]([CH2:4][NH:5][C:6]([CH:7]([CH2:8][CH:9]([CH3:10])[CH3:11])[CH2:12][SH:13])=[O:14])[O:15][CH3:16].[ClH:17].[OH2:21]>>[O:2]=[CH:3][CH2:4][NH:5][C:6]([CH:7]([CH2:8][CH:9]([CH3:10])[CH3:11])[CH2:12][SH:13])=[O:14].